Dataset: the Open Reaction Database (ORD), a public repository of structured organic reaction records. Task: describe an organic reaction: reactants, conditions, products, and yield Reactants: BrC=1C=C2C(=NC1)NC(=C2C2=COC=C2)[Si](C)(C)C (5-Bromo-3-furan-3-yl-2-trimethylsilanyl-1H-pyrrolo[2,3-b]pyridine), solution, CCCC[N+](CCCC)(CCCC)CCCC.[F-] (TBAF). Solvent: C1CCOC1 (THF), C1CCOC1 (THF). Product: BrC=1C=C2C(=NC1)NC=C2C2=COC=C2 (5-Bromo-3-furan-3-yl-1H-pyrrolo[2,3-b]pyridine). The yield is 60.8%. As a reaction SMILES: [Br:1][C:2]1[CH:3]=[C:4]2[C:10]([C:11]3[CH:15]=[CH:14][O:13][CH:12]=3)=[C:9]([Si](C)(C)C)[NH:8][C:5]2=[N:6][CH:7]=1.CCCC[N+](CCCC)(CCCC)CCCC.[F-]>C1COCC1>[Br:1][C:2]1[CH:3]=[C:4]2[C:10]([C:11]3[CH:15]=[CH:14][O:13][CH:12]=3)=[CH:9][NH:8][C:5]2=[N:6][CH:7]=1 |f:1.2|. Procedure details: To a stirred solution of azaindole 13 (20.9 mg, 0.06 mmol) in THF (3 mL) was added a 1M solution of TBAF in THF (0.12 mL, 0.12 mmol). After 1.5 h the mixture was concentrated and purified by PTLC with AcOEt as eluent to give azaindole 14 (9.6 mg, 58%) as a white solid. 1H NMR (400 MHz; CDCl3) δ 6.67 (m, 1H), 7.44 (d, J=2.4 Hz, 1H), 7.53 (m, 1H), 7.76 (m, 1H), 8.18 (d, J=2.1 Hz, 1H), 8.39 (m, 1H), 9.33 (brs, NH). Reactants: [Si](C)(C)(C(C)(C)C)OCC1=CC=CC(=N1)CNC(=O)NCC1=NC(=CC=C1)CO[Si](C)(C)C(C)(C)C (N,N′-bis{[6-(tert-butyldimethylsilyloxy)methylpyridin-2-yl]methyl}urea). Run in C1CCOC1 (THF). Yields the product OCC1=CC=CC(=N1)CNC(=O)NCC1=NC(=CC=C1)CO (N,N′-Bis{[6-(hydroxymethyl)pyridin-2-yl]methyl}urea). Isolated yield 166.8%. Reaction SMILES: [Si]([O:8][CH2:9][C:10]1[N:15]=[C:14]([CH2:16][NH:17][C:18]([NH:20][CH2:21][C:22]2[CH:27]=[CH:26][CH:25]=[C:24]([CH2:28][O:29][Si](C(C)(C)C)(C)C)[N:23]=2)=[O:19])[CH:13]=[CH:12][CH:11]=1)(C(C)(C)C)(C)C>C1COCC1>[OH:29][CH2:28][C:24]1[N:23]=[C:22]([CH2:21][NH:20][C:18]([NH:17][CH2:16][C:14]2[CH:13]=[CH:12][CH:11]=[C:10]([CH2:9][OH:8])[N:15]=2)=[O:19])[CH:27]=[CH:26][CH:25]=1. Procedure details: N,N′-Bis{[6-(tert-butyldimethylsilyloxy)methylpyridin-2-yl]methyl}urea (27) (855 mg, 1.61 mmol) was suspended in THF (8.1 mL). The air was evacuated from the reaction system, and then Ar was charged therein. The suspension was stirred at a room temperature. To the suspension was added dropwise 1.0M TBAF in THF (3.7 mL), and further stirred for 5 hours. TLC was used to confirm there was no starting material in the mixture. Then, the reaction mixture was evaporated under reduced pressure. The resi...